From a dataset of the Open Reaction Database (ORD), a public repository of structured organic reaction records. describe an organic reaction: reactants, conditions, products, and yield Reactants: BrCc1cnc(-c2cccc(I)c2)o1, CC(=O)[O-], CC(=O)O, ClC(Cl)Cl, Cl, [K+], [Na+], [OH-]. Product: OCc1cnc(-c2cccc(I)c2)o1. As a reaction SMILES: [Br:1][CH2:2][c:3]1[cH:4][n:5][c:6](-[c:8]2[cH:9][c:10]([I:14])[cH:11][cH:12][cH:13]2)[o:7]1.[CH3:16][C:17]([O-:18])=[O:19].[CH3:23][C:24](=[O:25])[OH:26].[CH:27]([Cl:28])([Cl:29])[Cl:30].[ClH:22].[K+:15].[Na+:21].[OH-:20]>>[CH2:2]([c:3]1[cH:4][n:5][c:6](-[c:8]2[cH:9][c:10]([I:14])[cH:11][cH:12][cH:13]2)[o:7]1)[OH:18]. Reactants: Cl.COC1=CC=C(CN2N=CC=C2N)C=C1 (2-(4-Methoxybenzyl)-2H-pyrazol-3-ylamine hydrochloride), C(C)OC(C(C(=O)OCC)=COCC)=O (2-ethoxymethylenemalonic acid diethyl ester), C([O-])(O)=O.[Na+] (sodium bicarbonate), C(C)OC(C(C(=O)OCC)=COCC)=O (2-ethoxymethylenemalonic acid diethyl ester). Conditions: temperature 120 celsius. Product: C(C)OC(C(C(=O)OCC)=CNC=1N(N=CC1)CC1=CC=C(C=C1)OC)=O (2-{[2-(4-methoxybenzyl)-2H-pyrazol-3-ylamino]methylene}malonic acid diethyl ester). Isolated yield 53.0%. Reaction SMILES: Cl.[CH3:2][O:3][C:4]1[CH:16]=[CH:15][C:7]([CH2:8][N:9]2[C:13]([NH2:14])=[CH:12][CH:11]=[N:10]2)=[CH:6][CH:5]=1.C(=O)(O)[O-].[Na+].[CH2:22]([O:24][C:25](=[O:36])[C:26](=[CH:32]OCC)[C:27]([O:29][CH2:30][CH3:31])=[O:28])[CH3:23]>>[CH2:22]([O:24][C:25](=[O:36])[C:26](=[CH:32][NH:14][C:13]1[N:9]([CH2:8][C:7]2[CH:6]=[CH:5][C:4]([O:3][CH3:2])=[CH:16][CH:15]=2)[N:10]=[CH:11][CH:12]=1)[C:27]([O:29][CH2:30][CH3:31])=[O:28])[CH3:23] |f:0.1,2.3|. Reported procedure: 2-(4-Methoxybenzyl)-2H-pyrazol-3-ylamine hydrochloride (5.582 g) was neutralized with a saturated sodium bicarbonate solution, and the resulting mixture was extracted with ethyl acetate. To the obtained yellow oil, 2-ethoxymethylenemalonic acid diethyl ester (3.89 mL, 0.7 equivalents) was added. The mixture was stirred at 120° C., and 2-ethoxymethylenemalonic acid diethyl ester (about 1 equivalent in total) was further added thereto while stirring at 120° C. to consume the raw material. The reac...